From a dataset of the Open Reaction Database (ORD), a public repository of structured organic reaction records. describe an organic reaction: reactants, conditions, products, and yield Reactants: O1[C@]2(C(OC3=CC(=CC=C3[C@H]21)[N+](=O)[O-])(C)C)O ((3R*,4R*)-3,4-epoxy-2,2-dimethyl-7-nitro-3-chromanol), Cl(=O)(=O)(=O)[O-].[Li+] (lithium perchlorate), FC1=CC=C(CCN)C=C1 (4-fluorophenethyl amine), C(\C=C/C(=O)O)(=O)O (maleic acid). Solvent: O1CCOCC1 (dioxane), C(C)O (ethanol), C(C)(=O)OCC (ethyl acetate). Run at temperature 70 celsius, time 3.5 hour. The product is FC1=CC=C(C=C1)CCN[C@@H]1[C@H](C(OC2=CC(=CC=C12)[N+](=O)[O-])(C)C)O ((3R*,4S*)-4-{[2-(4-fluorophenyl)ethyl]amino}-2,2-dimethyl-7-nitro-3-chromanol). The yield is 81.0%. RXN SMILES: O1[C@H:11]2[C@:2]1([OH:17])[C:3]([CH3:16])([CH3:15])[O:4][C:5]1[C:10]2=[CH:9][CH:8]=[C:7]([N+:12]([O-:14])=[O:13])[CH:6]=1.Cl([O-])(=O)(=O)=O.[Li+].[F:24][C:25]1[CH:33]=[CH:32][C:28]([CH2:29][CH2:30][NH2:31])=[CH:27][CH:26]=1.C(O)(=O)/C=C\C(O)=O>O1CCOCC1.C(OCC)(=O)C.C(O)C>[F:24][C:25]1[CH:33]=[CH:32][C:28]([CH2:29][CH2:30][NH:31][C@H:11]2[C:10]3[C:5](=[CH:6][C:7]([N+:12]([O-:14])=[O:13])=[CH:8][CH:9]=3)[O:4][C:3]([CH3:15])([CH3:16])[C@@H:2]2[OH:17])=[CH:27][CH:26]=1 |f:1.2|. Procedure details: To a solution of (3R*,4R*)-3,4-epoxy-2,2-dimethyl-7-nitro-3-chromanol (2.07 g, 9.37 mmol) in dioxane (4 mL), lithium perchlorate (997 mg, 9.37 mmol) and 4-fluorophenethyl amine (1.47 mL, 11.3 mmol) were added, and the resulting solution was stirred at 70° C. for 3.5 hours under nitrogen atmosphere. The reaction solution was diluted with ethyl acetate, washed with saturated sodium hydrogen carbonate solution and saturated sodium chloride solution. Then, the organic phase was dried over magnesium ... Starting materials: [OH-].[Na+] (sodium hydroxide), ice water, FC(C=1C=C(C=CC1Cl)[N+](=O)[O-])(F)F (3-(trifluoromethyl)-4-chloronitrobenzene), CS (methyl mercaptan). Run in O (water), CS(=O)C (DMSO). Reaction conditions: time 1 hour. The product is FC(C=1C=C(C=CC1SC)[N+](=O)[O-])(F)F (3-(trifluoromethyl)-4-(methylthio)nitrobenzene). Isolated yield 94.9%. Reaction SMILES: [F:1][C:2]([F:14])([F:13])[C:3]1[CH:4]=[C:5]([N+:10]([O-:12])=[O:11])[CH:6]=[CH:7][C:8]=1Cl.[CH3:15][SH:16].[OH-].[Na+]>CS(C)=O.O>[F:1][C:2]([F:14])([F:13])[C:3]1[CH:4]=[C:5]([N+:10]([O-:12])=[O:11])[CH:6]=[CH:7][C:8]=1[S:16][CH3:15] |f:2.3|. Procedure details: To a stirred solution containing 45.1 g (0.20 mole) of 3-(trifluoromethyl)-4-chloronitrobenzene and 15 g (0.30 mole) of methyl mercaptan in 150 ml of DMSO was added dropwise at ambient temperature a solution containing 8.0 g (0.20 mole) of sodium hydroxide in 20 ml of water. This addition was exothermic to 60° C. After one hour, the reaction mixture was poured into ice water. The product was filtered and dried to give 45.0 g (95%) of yellow solid; m.p. 50° C. The reactants are CCO, ClCCl, COC(=O)C=Cc1cc(F)c(S(=O)(=O)c2ccc(Cl)cc2)nc1Cc1cc(F)ccc1F. The product is COC(=O)CCc1cc(F)c(S(=O)(=O)c2ccc(Cl)cc2)nc1Cc1cc(F)ccc1F. As a reaction SMILES: [CH3:1][CH2:2][OH:3].[Cl:36][CH2:37][Cl:38].[Cl:4][c:5]1[cH:6][cH:7][c:8]([S:11](=[O:12])(=[O:13])[c:14]2[c:15]([F:35])[cH:16][c:17]([CH:29]=[CH:30][C:31](=[O:32])[O:33][CH3:34])[c:18]([CH2:20][c:21]3[c:22]([F:28])[cH:23][cH:24][c:25]([F:27])[cH:26]3)[n:19]2)[cH:9][cH:10]1>>[Cl:4][c:5]1[cH:6][cH:7][c:8]([S:11](=[O:12])(=[O:13])[c:14]2[c:15]([F:35])[cH:16][c:17]([CH2:29][CH2:30][C:31](=[O:32])[O:33][CH3:34])[c:18]([CH2:20][c:21]3[c:22]([F:28])[cH:23][cH:24][c:25]([F:27])[cH:26]3)[n:19]2)[cH:9][cH:10]1.